This data is from the Open Reaction Database (ORD), a public repository of structured organic reaction records. The task is: describe an organic reaction: reactants, conditions, products, and yield Reactants: CO[C@@H]1CCNC1, C1=C(C=NC=C1Br)Br. Reagents/catalysts: CC(C)(C)[O-].[Na+], C1=CC=C(C=C1)P(C2=CC=CC=C2)C3=C(C4=CC=CC=C4C=C3)C5=C(C=CC6=CC=CC=C65)P(C7=CC=CC=C7)C8=CC=CC=C8, C1=CC=C(C=C1)/C=C/C(=O)/C=C/C2=CC=CC=C2.C1=CC=C(C=C1)/C=C/C(=O)/C=C/C2=CC=CC=C2.C1=CC=C(C=C1)/C=C/C(=O)/C=C/C2=CC=CC=C2.[Pd].[Pd]. Solvent: CC1=CC=CC=C1. Reaction conditions: temperature 90 celsius. The product is CO[C@@H]1CCN(C1)C2=CC(=CN=C2)Br. The yield is 51.1%. Reported procedure: A mixture of 3,5-dibromopyridine (0.644 g, 2.72 mmol), (R)-3-methoxypyrrolidine (0.25 g, 2.47 mmol), TRIS(DIBENZYLIDENEACETONE)DIPALLADIUM (0.045 g, 0.05 mmol), sodium 2-methylpropan-2-olate (0.356 g, 3.71 mmol) and 2,2'-bis(diphenylphosphino)-1,1'-binaphthyl (0.077 g, 0.12 mmol) in degassed toluene (7.5 ml) was sealed into a microwave tube and stirred for 16 hours at 90 °C.  The reaction was completed.  After cooling, an aqueous solution of Na2CO3  was added. Extraction with DCM (twice). The or... The reactants are CC(C)c1cc([N+](=O)[O-])ccc1OC1CCN(C(=O)OC(C)(C)C)CC1, CO. The product is CC(C)c1cc(N)ccc1OC1CCN(C(=O)OC(C)(C)C)CC1. RXN SMILES: [C:1]([CH3:2])([CH3:3])([CH3:4])[O:5][C:6](=[O:7])[N:8]1[CH2:9][CH2:10][CH:11]([O:14][c:15]2[c:16]([CH:24]([CH3:25])[CH3:26])[cH:17][c:18]([N+:21]([O-:22])=[O:23])[cH:19][cH:20]2)[CH2:12][CH2:13]1.[CH3:27][OH:28]>>[C:1]([CH3:2])([CH3:3])([CH3:4])[O:5][C:6](=[O:7])[N:8]1[CH2:9][CH2:10][CH:11]([O:14][c:15]2[c:16]([CH:24]([CH3:25])[CH3:26])[cH:17][c:18]([NH2:21])[cH:19][cH:20]2)[CH2:12][CH2:13]1.